From a dataset of the Open Reaction Database (ORD), a public repository of structured organic reaction records. describe an organic reaction: reactants, conditions, products, and yield Reactants: C(CCCCCCCCCCCCC)(=O)N=C=S (Tetradecanoyl isothiocyanate), S(=O)(Cl)Cl (thionyl chloride), C(CCCCCCCCCCCCC)(=O)O (tetradecanoic acid), C(CCCCCCCCCCCCC)(=O)Cl (tetradecanoyl chloride), COC=1C=C2C(=CC=NC2=CC1OC)OC1=CC=C(N)C=C1 (4-[(6,7-Dimethoxy-4-quinolyl)oxy]aniline). Solvent: C(C)O (ethanol), C1(=CC=CC=C1)C (Toluene), C(C)O (ethanol), C1(=CC=CC=C1)C (toluene). Run at temperature 100 celsius, time 2 hour. Product: COC=1C=C2C(=CC=NC2=CC1OC)OC1=CC=C(C=C1)NC(=S)NC(CCCCCCCCCCCCC)=O (N-{4-[(6,7-Dimethoxy-4-quinolyl)oxy]phenyl}-N′-tetradecanoylthiourea). Isolated yield 60.0%. As a reaction SMILES: S(Cl)(Cl)=O.C(O)(=O)CCCCCCCCCCCCC.C(Cl)(=O)CCCCCCCCCCCCC.[C:37]([N:52]=[C:53]=[S:54])(=[O:51])[CH2:38][CH2:39][CH2:40][CH2:41][CH2:42][CH2:43][CH2:44][CH2:45][CH2:46][CH2:47][CH2:48][CH2:49][CH3:50].[CH3:55][O:56][C:57]1[CH:58]=[C:59]2[C:64](=[CH:65][C:66]=1[O:67][CH3:68])[N:63]=[CH:62][CH:61]=[C:60]2[O:69][C:70]1[CH:76]=[CH:75][C:73]([NH2:74])=[CH:72][CH:71]=1>C(O)C.C1(C)C=CC=CC=1>[CH3:55][O:56][C:57]1[CH:58]=[C:59]2[C:64](=[CH:65][C:66]=1[O:67][CH3:68])[N:63]=[CH:62][CH:61]=[C:60]2[O:69][C:70]1[CH:71]=[CH:72][C:73]([NH:74][C:53]([NH:52][C:37](=[O:51])[CH2:38][CH2:39][CH2:40][CH2:41][CH2:42][CH2:43][CH2:44][CH2:45][CH2:46][CH2:47][CH2:48][CH2:49][CH3:50])=[S:54])=[CH:75][CH:76]=1. Procedure: Toluene (20 ml) and thionyl chloride (1 ml) were added to commercially available tetradecanoic acid (80 mg), and the mixture was heated at 100° C. for one hr. The solvent was removed by distillation, and tetradecanoyl isothiocyanate was prepared using the resultant tetradecanoyl chloride as a starting compound according to the description of the literature. Tetradecanoyl isothiocyanate was dissolved in ethanol (1 ml) to prepare a solution. 4-[(6,7-Dimethoxy-4-quinolyl)oxy]aniline (50 mg), toluen...